This data is from the Open Reaction Database (ORD), a public repository of structured organic reaction records. The task is: describe an organic reaction: reactants, conditions, products, and yield Starting materials: S(O)(O)(=O)=O (sulfuric acid), N1=C(N=C(C=C1)O)O (Pyrimidine-2,4-diol), [N+](=O)(O)[O-] (nitric acid). Conditions: temperature 0 celsius, time 30 minute. Product: [N+](=O)([O-])C=1C(=NC(=NC1)O)O (5-Nitropyrimidine-2,4-diol). As a reaction SMILES: S(=O)(=O)(O)O.[N:6]1[CH:11]=[CH:10][C:9]([OH:12])=[N:8][C:7]=1[OH:13].[N+:14]([O-])([OH:16])=[O:15]>>[N+:14]([C:10]1[C:9]([OH:12])=[N:8][C:7]([OH:13])=[N:6][CH:11]=1)([O-:16])=[O:15]. Procedure details: A 3-necked roundbottom flask was charged with sulfuric acid (5400 ml) and the solution was cooled to 0° C. Pyrimidine-2,4-diol (1.0 kg, 8.93 mol) was added in several batches. The resulting solution was allowed to react, with stirring, for 30 minutes. To the above was added nitric acid (1800 ml) dropwise with stirring, while the temperature was maintained at 0° C. The resulting solution was allowed to react, with stirring, for 2 hours. The reaction mixture was then quenched by adding ice water a... The reactants are O (water), ClC1=C(OS(=O)(=O)N=C=O)C(=CC=C1)Cl (2,6-dichlorophenoxysulfonyl isocyanate), C(=O)=O (carbon dioxide). The product is S(N)(OC1=C(C=CC=C1Cl)Cl)(=O)=O (2,6-Dichlorophenyl sulfamate). Reaction conditions: temperature 0 celsius. As a reaction SMILES: O.[Cl:2][C:3]1[CH:15]=[CH:14][CH:13]=[C:12]([Cl:16])[C:4]=1[O:5][S:6]([N:9]=C=O)(=[O:8])=[O:7].C(=O)=O>ClC(Cl)(Cl)Cl>[S:6](=[O:8])(=[O:7])([O:5][C:4]1[C:3]([Cl:2])=[CH:15][CH:14]=[CH:13][C:12]=1[Cl:16])[NH2:9]. Reported procedure: 2.6 ml of water are added dropwise at 30° C. to 40° C. to a solution of 24.4 g of 2,6-dichlorophenoxysulfonyl isocyanate in 200 ml of tetrachloromethane. The mixture is then stirred at room temperature until the evolution of carbon dioxide is complete and cooled to 0° C., the product is filtered off with suction and the residue is then washed with ice-cold tetrachloromethane. After drying in vacuo, 21.4 g of 2,6-dichlorophenyl sulfamate of melting point 108°-110° C. are obtained. Run in ClC(Cl)(Cl)Cl (tetrachloromethane). The reactants are ClC1=C(C=NC2=CC=CC=C12)N (4-chloroquinolin-3-amine), ClCCC(=O)Cl (3-chloropropionyl chloride). Solvent: ClCCCl (1,2-dichloroethane), ClCCl (dichloromethane). Run at temperature 50 celsius. Yields the product ClCCC(=O)NC=1C=NC2=CC=CC=C2C1Cl (3-chloro-N-(4-chloroquinolin-3-yl)propanamide). Isolated yield 78.8%. Reaction SMILES: [Cl:1][C:2]1[C:11]2[C:6](=[CH:7][CH:8]=[CH:9][CH:10]=2)[N:5]=[CH:4][C:3]=1[NH2:12].[Cl:13][CH2:14][CH2:15][C:16](Cl)=[O:17]>ClCCCl.ClCCl>[Cl:13][CH2:14][CH2:15][C:16]([NH:12][C:3]1[CH:4]=[N:5][C:6]2[C:11]([C:2]=1[Cl:1])=[CH:10][CH:9]=[CH:8][CH:7]=2)=[O:17]. Procedure: A solution of 4-chloroquinolin-3-amine (6.00 g, 33.59 mmol) and 3-chloropropionyl chloride (4.8 mL, 50.39 mmol) dissolved in 200 mL of 1,2-dichloroethane was heated to 50° C. in an oil bath. After 20 hrs the temperature of the oil bath was increased to 90° C. After an additional 26 hours the reaction was cooled to room temperature, diluted with dichloromethane, washed with saturated aqueous K2CO3, H2O, and brine, dried over Na2SO4, and concentrated under reduced pressure to give 7.12 g of 3-chlo... Starting materials: ClC=1C(=C2C=CC(=NC2=CC1)N1C[C@@H](CC1)OS(=O)(=O)C)NC(CC1CCCCC1)=O (N-[6-Chloro-2-[(3R)-3-[(methylsulfonyl)oxy]-1-pyrrolidinyl]-5-quinolinyl]-cyclohexaneacetamide), CN (methylamine). Solvent: C(C)O (ethanol). The product is ClC=1C(=C2C=CC(=NC2=CC1)N1C[C@H](CC1)NC)NC(CC1CCCCC1)=O (N-[6-Chloro-2-[(3S)-3-(methylamino)-1-pyrrolidinyl]-5-quinolinyl]-cyclohexaneacetamide). RXN SMILES: [Cl:1][C:2]1[C:3]([NH:22][C:23](=[O:31])[CH2:24][CH:25]2[CH2:30][CH2:29][CH2:28][CH2:27][CH2:26]2)=[C:4]2[C:9](=[CH:10][CH:11]=1)[N:8]=[C:7]([N:12]1[CH2:16][CH2:15][C@@H:14](OS(C)(=O)=O)[CH2:13]1)[CH:6]=[CH:5]2.[CH3:32][NH2:33]>C(O)C>[Cl:1][C:2]1[C:3]([NH:22][C:23](=[O:31])[CH2:24][CH:25]2[CH2:30][CH2:29][CH2:28][CH2:27][CH2:26]2)=[C:4]2[C:9](=[CH:10][CH:11]=1)[N:8]=[C:7]([N:12]1[CH2:16][CH2:15][C@H:14]([NH:33][CH3:32])[CH2:13]1)[CH:6]=[CH:5]2. Procedure: Prepared according to the method of example 33(b), using N-[6-Chloro-2-[(3R)-3-[(methylsulfonyl)oxy]-1-pyrrolidinyl]-5-quinolinyl]-cyclohexaneacetamide (Example 35(a)) (0.2 g) and 8M methylamine in ethanol (3 mL) to afford the title compound (0.063 g). The reactants are C(C1=CC=CC=C1)OC1=CC=C(C=C1)OCCCBr (1-benzyloxy-4-(3-bromopropyloxy)benzene), C1(C=2C(C(N1)=O)=CC=CC2)=O.[K] (potassium phthalimide). The solvent is CN(C=O)C (dimethylformamide). Yields the product C(C1=CC=CC=C1)OC1=CC=C(C=C1)OCCCN1C(C=2C(C1=O)=CC=CC2)=O (1-benzyloxy-4-(3-phthalimidopropoxy)benzene). Isolated yield 30.7%. Reaction SMILES: [CH2:1]([O:8][C:9]1[CH:14]=[CH:13][C:12]([O:15][CH2:16][CH2:17][CH2:18]Br)=[CH:11][CH:10]=1)[C:2]1[CH:7]=[CH:6][CH:5]=[CH:4][CH:3]=1.[C:20]1(=[O:30])[NH:24][C:23](=[O:25])[C:22]2=[CH:26][CH:27]=[CH:28][CH:29]=[C:21]12.[K]>CN(C)C=O>[CH2:1]([O:8][C:9]1[CH:14]=[CH:13][C:12]([O:15][CH2:16][CH2:17][CH2:18][N:24]2[C:23](=[O:25])[C:22]3=[CH:26][CH:27]=[CH:28][CH:29]=[C:21]3[C:20]2=[O:30])=[CH:11][CH:10]=1)[C:2]1[CH:7]=[CH:6][CH:5]=[CH:4][CH:3]=1 |f:1.2,^1:30|. Reported procedure: A solution of 1-benzyloxy-4-(3-bromopropyloxy)benzene (29.4 g) and potassium phthalimide (20.4 g) in dimethylformamide (150 ml) was stirred and heated on a steam bath for 17 hours under nitrogen. The solvent was distilled in vacuo and water (250 ml) was added to the residue. The mixture was extracted with dichloromethane and the extract dried over anhydrous potassium carbonate. The solvent was evaporated in vacuo and the residue was crystallized from ethanol-acetone to give 10.9 g (31%) of 1-ben... Reactants: BrB(Br)Br, ClCCl, COc1ccc(-c2cn3cccnc3n2)c2ccccc12, CCO. Yields the product Oc1ccc(-c2cn3cccnc3n2)c2ccccc12. As a reaction SMILES: [B:22]([Br:23])([Br:24])[Br:25].[CH2:29]([Cl:30])[Cl:31].[CH3:1][O:2][c:3]1[cH:4][cH:5][c:6](-[c:13]2[n:14][c:15]3[n:16]([cH:17][cH:18][cH:19][n:20]3)[cH:21]2)[c:7]2[cH:8][cH:9][cH:10][cH:11][c:12]12.[CH3:26][CH2:27][OH:28]>>[OH:2][c:3]1[cH:4][cH:5][c:6](-[c:13]2[n:14][c:15]3[n:16]([cH:17][cH:18][cH:19][n:20]3)[cH:21]2)[c:7]2[cH:8][cH:9][cH:10][cH:11][c:12]12. The reactants are CC(=O)Cl, COC(=O)c1cc2ccccc2o1, Cl[Al](Cl)Cl, S=C=S. Product: COC(=O)c1cc2cc(C(C)=O)ccc2o1. RXN SMILES: [CH3:14][C:15]([Cl:16])=[O:17].[CH3:1][O:2][C:3](=[O:4])[c:5]1[o:6][c:7]2[c:8]([cH:9]1)[cH:10][cH:11][cH:12][cH:13]2.[Cl:18][Al:19]([Cl:20])[Cl:21].[S:22]=[C:23]=[S:24]>>[CH3:1][O:2][C:3](=[O:4])[c:5]1[o:6][c:7]2[c:8]([cH:9]1)[cH:10][c:11]([C:15]([CH3:14])=[O:17])[cH:12][cH:13]2. Starting materials: CC(=O)[O-], ClCCl, [Na+], O=[Cr](=O)([O-])Cl, COC(=O)C1CCC(O)CC1, c1cc[nH+]cc1. Product: COC(=O)C1CCC(=O)CC1. As a reaction SMILES: [CH3:2][C:3](=[O:4])[O-:5].[Cl:28][CH2:29][Cl:30].[Na+:1].[O:6]=[Cr:7]([Cl:8])([O-:9])=[O:10].[OH:17][CH:18]1[CH2:19][CH2:20][CH:21]([C:24](=[O:25])[O:26][CH3:27])[CH2:22][CH2:23]1.[nH+:11]1[cH:12][cH:13][cH:14][cH:15][cH:16]1>>[O:17]=[C:18]1[CH2:19][CH2:20][CH:21]([C:24](=[O:25])[O:26][CH3:27])[CH2:22][CH2:23]1. Starting materials: Cl.ClCC1=NNC=N1 (3-Chloromethyl-1,2,4-triazole hydrochloride), N1CCCCC1 (piperidine). Product: N1(CCCCC1)CC1=NNC=N1 (3-(piperidinomethyl)-1,2,4-triazole). RXN SMILES: Cl.Cl[CH2:3][C:4]1[N:8]=[CH:7][NH:6][N:5]=1.[NH:9]1[CH2:14][CH2:13][CH2:12][CH2:11][CH2:10]1>>[N:9]1([CH2:3][C:4]2[N:8]=[CH:7][NH:6][N:5]=2)[CH2:14][CH2:13][CH2:12][CH2:11][CH2:10]1 |f:0.1|. Procedure: 3-Chloromethyl-1,2,4-triazole hydrochloride (0.5 g.) was added to piperidine (10 ml.) and the mixture was heated at 100° for 16 hours, then evaporated to dryness. The residue was dissolved in water (10 ml.) and basified with sodium bicarbonate. The resulting solution was evaporated to dryness and the residue was extracted twice with ethanol (50 ml.). The combined extracts were evaporated to dryness and the residual gum was subjected to MPLC on K60 silica gel using methanol/chloroform, 3/97 v/v, ... Reactants: [Cl-].[NH4+] (ammonium chloride), C1(=CC=CC=C1)C(C1=CC=CC=C1)OC(C(=CC(=O)C1=CNC2=CC=C(C=C12)Cl)O)=O (4-(5-Chloroindol-3-yl)-2-hydroxy-4-oxo-2-butenoic acid diphenylmethyl ester), CN(C(=O)Cl)C (dimethylcarbamoyl chloride), [H-].[Na+] (sodium hydride). Solvent: C1CCOC1 (THF). Conditions: time 30 minute. Yields the product C1(=CC=CC=C1)C(C1=CC=CC=C1)OC(C(=CC(=O)C1=CN(C2=CC=C(C=C12)Cl)C(N(C)C)=O)O)=O (4-[1-(N,N-dimethylcarbamoyl)-5-chloroindol-3-yl]-2-hydroxy-4-oxo-2-butenoic acid diphenylmethyl ester). Isolated yield 77.5%. Reaction SMILES: [C:1]1([CH:7]([O:14][C:15](=[O:31])[C:16]([OH:30])=[CH:17][C:18]([C:20]2[C:28]3[C:23](=[CH:24][CH:25]=[C:26]([Cl:29])[CH:27]=3)[NH:22][CH:21]=2)=[O:19])[C:8]2[CH:13]=[CH:12][CH:11]=[CH:10][CH:9]=2)[CH:6]=[CH:5][CH:4]=[CH:3][CH:2]=1.[H-].[Na+].[CH3:34][N:35]([CH3:39])[C:36](Cl)=[O:37].[Cl-].[NH4+]>C1COCC1>[C:1]1([CH:7]([O:14][C:15](=[O:31])[C:16]([OH:30])=[CH:17][C:18]([C:20]2[C:28]3[C:23](=[CH:24][CH:25]=[C:26]([Cl:29])[CH:27]=3)[N:22]([C:36](=[O:37])[N:35]([CH3:39])[CH3:34])[CH:21]=2)=[O:19])[C:8]2[CH:9]=[CH:10][CH:11]=[CH:12][CH:13]=2)[CH:6]=[CH:5][CH:4]=[CH:3][CH:2]=1 |f:1.2,4.5|. Reported procedure: To a solution of 0.432 g (1 mmol) of diphenylmethyl ester obtained in Example 91 in THF (5 ml) was added under ice-cooling, 88 mg (2.2 mmol) of sodium hydride (60% dispersion in mineral oil). The mixture was stirred for 30 minutes at room temperature. Subsequently, to the mixture was added 110 μl (1.2 mmol) of dimethylcarbamoyl chloride under ice-cooling and stirred for 1 hour at room temperature. The reaction mixture was poured into aqueous ammonium chloride and extracted with ethyl acetate. Th...